This data is from the Open Reaction Database (ORD), a public repository of structured organic reaction records. The task is: describe an organic reaction: reactants, conditions, products, and yield The reactants are O=C(O)c1ncn2c(-c3cccnc3)ccnc12, O=C(O)c1ncn2c(-c3cccs3)ccnc12. Yields the product c1cncc(-c2ccnc3cncn23)c1. Reaction SMILES: [n:1]1[cH:2][c:3](-[c:7]2[cH:8][cH:9][n:10][c:11]3[n:12]2[cH:13][n:14][c:15]3[C:16]([OH:17])=[O:18])[cH:4][cH:5][cH:6]1.[s:19]1[cH:20][cH:21][cH:22][c:23]1-[c:24]1[n:25]2[cH:26][n:27][c:28]([C:29]([OH:30])=[O:31])[c:32]2[n:33][cH:34][cH:35]1>>[n:1]1[cH:2][c:3](-[c:7]2[cH:8][cH:9][n:10][c:11]3[n:12]2[cH:13][n:14][cH:15]3)[cH:4][cH:5][cH:6]1. Starting materials: CC1(C)CCC(=C(c2ccc(O)cc2)c2ccc(C=CC(=O)OC(C)(C)C)cc2)CC1, ClCCl, O=C(O)C(F)(F)F. The product is CC1(C)CCC(=C(c2ccc(O)cc2)c2ccc(C=CC(=O)O)cc2)CC1. RXN SMILES: [CH3:1][C:2]1([CH3:31])[CH2:3][CH2:4][C:5](=[C:8]([c:9]2[cH:10][cH:11][c:12]([CH:15]=[CH:16][C:17](=[O:18])[O:19][C:20]([CH3:21])([CH3:22])[CH3:23])[cH:13][cH:14]2)[c:24]2[cH:25][cH:26][c:27]([OH:30])[cH:28][cH:29]2)[CH2:6][CH2:7]1.[Cl:39][CH2:40][Cl:41].[OH:32][C:33]([C:34]([F:35])([F:36])[F:37])=[O:38]>>[CH3:1][C:2]1([CH3:31])[CH2:3][CH2:4][C:5](=[C:8]([c:9]2[cH:10][cH:11][c:12]([CH:15]=[CH:16][C:17](=[O:18])[OH:19])[cH:13][cH:14]2)[c:24]2[cH:25][cH:26][c:27]([OH:30])[cH:28][cH:29]2)[CH2:6][CH2:7]1. Reactants: CC(=O)[O-], CC(COc1ccc(Oc2ccccc2)cc1)OS(C)(=O)=O, [Na+]. The product is CC(=O)OC(C)COc1ccc(Oc2ccccc2)cc1. RXN SMILES: [CH3:2][C:3]([O-:4])=[O:5].[CH3:6][S:7]([O:8][CH:11]([CH2:12][O:13][c:14]1[cH:15][cH:16][c:17]([O:20][c:21]2[cH:22][cH:23][cH:24][cH:25][cH:26]2)[cH:18][cH:19]1)[CH3:27])(=[O:9])=[O:10].[Na+:1]>>[CH3:2][C:3]([O:4][CH:11]([CH2:12][O:13][c:14]1[cH:15][cH:16][c:17]([O:20][c:21]2[cH:22][cH:23][cH:24][cH:25][cH:26]2)[cH:18][cH:19]1)[CH3:27])=[O:5]. The reactants are COCCBr, [K+], [K+], O=C([O-])[O-], CN(C)C=O, COC(=O)c1ccc(OC)c(O)c1. RXN SMILES: [Br:14][CH2:15][CH2:16][O:17][CH3:18].[K+:19].[K+:20].[O-:21][C:22]([O-:23])=[O:24].[O:25]=[CH:26][N:27]([CH3:28])[CH3:29].[OH:1][c:2]1[cH:3][c:4]([C:5](=[O:6])[O:7][CH3:8])[cH:9][cH:10][c:11]1[O:12][CH3:13]>>[O:1]([c:2]1[cH:3][c:4]([C:5](=[O:6])[O:7][CH3:8])[cH:9][cH:10][c:11]1[O:12][CH3:13])[CH2:15][CH2:16][O:17][CH3:18]. Yields the product COCCOc1cc(C(=O)OC)ccc1OC. Starting materials: O=C([O-])[O-], Cc1nccc2ccccc12, [K+], [K+], O, O=[N+]([O-])O, O=S(=O)(O)O. Yields the product Cc1nccc2c([N+](=O)[O-])cccc12. As a reaction SMILES: [C:17](=[O:18])([O-:19])[O-:20].[CH3:1][c:2]1[n:3][cH:4][cH:5][c:6]2[cH:7][cH:8][cH:9][cH:10][c:11]12.[K+:21].[K+:22].[OH2:16].[OH:12][N+:13]([O-:14])=[O:15].[S:23](=[O:24])(=[O:25])([OH:26])[OH:27]>>[CH3:1][c:2]1[n:3][cH:4][cH:5][c:6]2[c:7]([N+:13](=[O:12])[O-:14])[cH:8][cH:9][cH:10][c:11]12. RXN SMILES: [CH3:1][C:2]1([CH3:17])[N:10]([CH3:11])[C:9](=[O:12])[N:8]2[C:4](=[N:5][C:6]3[CH:16]=[CH:15][CH:14]=[CH:13][C:7]=32)[NH:3]1.[C:18]([N:22]=[C:23]=[O:24])([CH3:21])([CH3:20])[CH3:19]>>[C:18]([NH:22][C:23]([N:5]1[C:6]2[CH:16]=[CH:15][CH:14]=[CH:13][C:7]=2[N:8]2[C:9](=[O:12])[N:10]([CH3:11])[C:2]([CH3:17])([CH3:1])[N:3]=[C:4]12)=[O:24])([CH3:21])([CH3:20])[CH3:19]. The product is C(C)(C)(C)NC(=O)N1C=2N(C3=C1C=CC=C3)C(N(C(N2)(C)C)C)=O (N-tert-Butyl-4-oxo-2,3,4,10-tetrahydro-2,2,3-trimethyl-1,3,5-triazino[1,2-a]benzimidazole-10-carboxamide). Procedure details: The procedure of Example 10 was used to prepare the title compound from 1,2-dihydro-2,2,3-trimethyl-1,3,5-triazino[1,2-a]benzimidazol-4(3H)-one and tert-butyl isocyanate. The white solid product melted at 209° C. with decomposition. The confirmatory elemental analysis is shown in Table III. Starting materials: CC1(NC2=NC3=C(N2C(N1C)=O)C=CC=C3)C (1,2-dihydro-2,2,3-trimethyl-1,3,5-triazino[1,2-a]benzimidazol-4(3H)-one), C(C)(C)(C)N=C=O (tert-butyl isocyanate). The reactants are B.O1CCCC1 (borane tetrahydrofuran), BrC=1C=CC(=C(C(=O)O)C1)Cl (5-bromo-2-chorobenzoic acid), Cl (hydrochloric acid). Solvent: O1CCCC1 (tetrahydrofuran). Run at time 2.5 day. Yields the product BrC=1C=CC(=C(CO)C1)Cl (5-bromo-2-chlorobenzyl alcohol). Isolated yield 101.5%. Reaction SMILES: [Br:1][C:2]1[CH:3]=[CH:4][C:5]([Cl:11])=[C:6]([CH:10]=1)[C:7](O)=[O:8].B.O1CCCC1.Cl>O1CCCC1>[Br:1][C:2]1[CH:3]=[CH:4][C:5]([Cl:11])=[C:6]([CH:10]=1)[CH2:7][OH:8] |f:1.2|. Procedure: 12 g of 5-bromo-2-chorobenzoic acid was dissolved in 60 ml tetrahydrofuran, and 148.3 g of borane-tetrahydrofuran complex (1 M solution in tetrahydrofuran) was added, followed by stirring at room temperature for 2.5 days. 1N hydrochloric acid was added, and the mixture was extracted with ethyl acetate. The organic layer was washed with water and brine, dried over anhydrous magnesium sulfate and the solvent was evapoarated, to give 11.46 g of 5-bromo-2-chlorobenzyl alcohol. This crude product was... The reactants are BrCc1ccc(Br)cc1, COCCO, CCOC(C)=O, [H-], [Na+], C1CCOC1, O. The product is COCCOCc1ccc(Br)cc1. Reaction SMILES: [Br:1][c:2]1[cH:3][cH:4][c:5]([CH2:6][Br:7])[cH:8][cH:9]1.[CH3:10][O:11][CH2:12][CH2:13][OH:14].[CH3:23][CH2:24][O:25][C:26](=[O:27])[CH3:28].[H-:15].[Na+:16].[O:18]1[CH2:19][CH2:20][CH2:21][CH2:22]1.[OH2:17]>>[Br:1][c:2]1[cH:3][cH:4][c:5]([CH2:6][O:14][CH2:13][CH2:12][O:11][CH3:10])[cH:8][cH:9]1.